This data is from the Open Reaction Database (ORD), a public repository of structured organic reaction records. The task is: describe an organic reaction: reactants, conditions, products, and yield Reactants: COc1ccc(C(O)c2ccc(C#C[Si](C(C)C)(C(C)C)C(C)C)cc2)cc1Br, CC[SiH](CC)CC, ClCCl, O=C(O)C(F)(F)F. Product: COc1ccc(Cc2ccc(C#C[Si](C(C)C)(C(C)C)C(C)C)cc2)cc1Br. Reaction SMILES: [Br:1][c:2]1[cH:3][c:4]([CH:10]([OH:11])[c:12]2[cH:13][cH:14][c:15]([C:18]#[C:19][Si:20]([CH:21]([CH3:22])[CH3:23])([CH:24]([CH3:25])[CH3:26])[CH:27]([CH3:28])[CH3:29])[cH:16][cH:17]2)[cH:5][cH:6][c:7]1[O:8][CH3:9].[CH2:30]([SiH:31]([CH2:32][CH3:33])[CH2:34][CH3:35])[CH3:36].[Cl:44][CH2:45][Cl:46].[OH:37][C:38]([C:39]([F:40])([F:41])[F:42])=[O:43]>>[Br:1][c:2]1[cH:3][c:4]([CH2:10][c:12]2[cH:13][cH:14][c:15]([C:18]#[C:19][Si:20]([CH:21]([CH3:22])[CH3:23])([CH:24]([CH3:25])[CH3:26])[CH:27]([CH3:28])[CH3:29])[cH:16][cH:17]2)[cH:5][cH:6][c:7]1[O:8][CH3:9]. Starting materials: Nc1ncccc1Br, COCCOC, OB(O)c1ccc(C2CCCCC2)cc1, [Na+], [Na+], O=C([O-])[O-], O, c1ccc(P(c2ccccc2)(c2ccccc2)[Pd](P(c2ccccc2)(c2ccccc2)c2ccccc2)(P(c2ccccc2)(c2ccccc2)c2ccccc2)P(c2ccccc2)(c2ccccc2)c2ccccc2)cc1. The product is Nc1ncccc1-c1ccc(C2CCCCC2)cc1. RXN SMILES: [Br:22][c:23]1[c:24]([NH2:29])[n:25][cH:26][cH:27][cH:28]1.[CH3:30][O:31][CH2:32][CH2:33][O:34][CH3:35].[CH:7]1([c:13]2[cH:14][cH:15][c:16]([B:19]([OH:20])[OH:21])[cH:17][cH:18]2)[CH2:8][CH2:9][CH2:10][CH2:11][CH2:12]1.[Na+:1].[Na+:2].[O-:3][C:4](=[O:5])[O-:6].[OH2:36].[cH:37]1[cH:38][cH:39][c:40]([P:41]([Pd:42]([P:43]([c:44]2[cH:45][cH:46][cH:47][cH:48][cH:49]2)([c:50]2[cH:51][cH:52][cH:53][cH:54][cH:55]2)[c:56]2[cH:57][cH:58][cH:59][cH:60][cH:61]2)([P:62]([c:63]2[cH:64][cH:65][cH:66][cH:67][cH:68]2)([c:69]2[cH:70][cH:71][cH:72][cH:73][cH:74]2)[c:75]2[cH:76][cH:77][cH:78][cH:79][cH:80]2)[P:81]([c:82]2[cH:83][cH:84][cH:85][cH:86][cH:87]2)([c:88]2[cH:89][cH:90][cH:91][cH:92][cH:93]2)[c:94]2[cH:95][cH:96][cH:97][cH:98][cH:99]2)([c:100]2[cH:101][cH:102][cH:103][cH:104][cH:105]2)[c:106]2[cH:107][cH:108][cH:109][cH:110][cH:111]2)[cH:112][cH:113]1>>[CH:7]1([c:13]2[cH:14][cH:15][c:16](-[c:23]3[c:24]([NH2:29])[n:25][cH:26][cH:27][cH:28]3)[cH:17][cH:18]2)[CH2:8][CH2:9][CH2:10][CH2:11][CH2:12]1. The reactants are C1(=CC=CC=C1)C1=CC=CC2=CC=CC=C12 (1-phenylnaphthalene), C(C=C)(=O)Cl (acryloyl chloride), [Cl-].[Al+3].[Cl-].[Cl-] (aluminium chloride). Run in ClCCl (dichloromethane). Yields the product C(C=C)(=O)C1=C(C2=CC=CC=C2C=C1)C1=CC=CC=C1 (Acryloyl-1-phenylnaphthalene). Yield: 125.2%. RXN SMILES: [C:1]1([C:7]2[C:16]3[C:11](=[CH:12][CH:13]=[CH:14][CH:15]=3)[CH:10]=[CH:9][CH:8]=2)[CH:6]=[CH:5][CH:4]=[CH:3][CH:2]=1.[C:17](Cl)(=[O:20])[CH:18]=[CH2:19].[Cl-].[Al+3].[Cl-].[Cl-]>ClCCl>[C:17]([C:8]1[CH:9]=[CH:10][C:11]2[C:16](=[CH:15][CH:14]=[CH:13][CH:12]=2)[C:7]=1[C:1]1[CH:6]=[CH:5][CH:4]=[CH:3][CH:2]=1)(=[O:20])[CH:18]=[CH2:19] |f:2.3.4.5|. Procedure: 1-phenylnaphthalene (204 mg), acryloyl chloride (200 mg), and aluminium chloride (290 mg) were reacted in dichloromethane (1.5 mL) at from −40° C. to room temperature for 2 hours. The resultant was treated in the same manner as described in Example 1 to obtain the title compound (323 mg). Starting materials: Cl (hydrogen chloride), 48.8, CC(=C)N1C(N(C2=C1C=CC=C2)CCC(C)=O)=O (1,3-dihydro-1-(1-methylethenyl)-3-(3-oxobutyl)-2-H-benzimidazol-2-one). Solvent: CC(C)O (2-propanol), CC(C)O (2-propanol). Yields the product 30, O=C(CCN1C(NC2=C1C=CC=C2)=O)C (1,3-dihydro-1-(3-oxobutyl)-2H-benzimidazol-2-one). Yield: 73.4%. As a reaction SMILES: CC([N:4]1[C:8]2[CH:9]=[CH:10][CH:11]=[CH:12][C:7]=2[N:6]([CH2:13][CH2:14][C:15](=[O:17])[CH3:16])[C:5]1=[O:18])=C.Cl>CC(O)C>[O:17]=[C:15]([CH3:16])[CH2:14][CH2:13][N:6]1[C:7]2[CH:12]=[CH:11][CH:10]=[CH:9][C:8]=2[NH:4][C:5]1=[O:18]. Procedure details: A mixture of 48.8 parts of 1,3-dihydro-1-(1-methylethenyl)-3-(3-oxobutyl)-2-H-benzimidazol-2-one, 12 parts of 2-propanol, saturated with gaseous hydrogen chloride and 240 parts of 2-propanol is stirred for 3 hours at room temperature. The precipitated product is filtered off, washed with 2,2'-oxybispropane and dried, yielding 30 parts (73.4%) of 1,3-dihydro-1-(3-oxobutyl)-2H-benzimidazol-2-one.